Dataset: the Open Reaction Database (ORD), a public repository of structured organic reaction records. Task: describe an organic reaction: reactants, conditions, products, and yield Reactants: [OH-].[Na+] (sodium hydroxide), P(=O)(Cl)(Cl)Cl (phosphorus oxychloride), C(C)C1=CSC=C1 (3-ethylthiophene), C(=O)(O)[O-].[Na+] (bicarbonate of soda). Solvent: CN(C)C=O (DMF), ClCCl (dichloromethane). Run at time 1 hour. The product is C(C)C=1C=C(SC1)C=O (4-ethylthiophenealdehyde). As a reaction SMILES: P(Cl)(Cl)(Cl)=O.[CH2:6]([C:8]1[CH:12]=[CH:11][S:10][CH:9]=1)[CH3:7].[C:13]([O-])(O)=[O:14].[Na+].[OH-].[Na+]>ClCCl.CN(C=O)C>[CH2:6]([C:8]1[CH:12]=[C:11]([CH:13]=[O:14])[S:10][CH:9]=1)[CH3:7] |f:2.3,4.5|. Reported procedure: 31.5 ml of phosphorus oxychloride was added dropwise to 26.0 ml of DMF and stirring carried out for 1 hour. 25.0 g (223 mmol) of 3-ethylthiophene was added dropwise thereto and, after stirring for 1 hour, stirring was conducted at 100° C. for 1 hour. After cooling to room temperature, dilution was carried out with dichloromethane and the mixture poured into saturated bicarbonate of soda solution and neutralization performed with aqueous sodium hydroxide solution. Extraction was then carried out ... The reactants are FC1=CC=C(C=C1)C(N1CCNCC1)C1=CC=C(C=C1)F (1-[bis(4-fluorophenyl) methyl]piperazine), OC1=CC2=C(OC(CO2)C(=O)O)C=C1C(C)(C)C (6-hydroxy-7-tert-butyl-2,3-dihydro-1,4-benzodioxin-2-carboxylic acid). Product: OC1=CC2=C(OC(CO2)C(=O)N2CCN(CC2)C(C2=CC=C(C=C2)F)C2=CC=C(C=C2)F)C=C1C(C)(C)C (6-HYDROXY-7-TERT-BUTYL-2-{4-[BIS-(4-FLUOROPHENYL) METHYL]PIPERAZIN-1-YLCARBONYL}-2,3-DIHYDRO-1,4-BENZODIOXIN). Isolated yield 74.0%. As a reaction SMILES: [F:1][C:2]1[CH:7]=[CH:6][C:5]([CH:8]([C:15]2[CH:20]=[CH:19][C:18]([F:21])=[CH:17][CH:16]=2)[N:9]2[CH2:14][CH2:13][NH:12][CH2:11][CH2:10]2)=[CH:4][CH:3]=1.[OH:22][C:23]1[C:35]([C:36]([CH3:39])([CH3:38])[CH3:37])=[CH:34][C:26]2[O:27][CH:28]([C:31](O)=[O:32])[CH2:29][O:30][C:25]=2[CH:24]=1>>[OH:22][C:23]1[C:35]([C:36]([CH3:39])([CH3:38])[CH3:37])=[CH:34][C:26]2[O:27][CH:28]([C:31]([N:12]3[CH2:11][CH2:10][N:9]([CH:8]([C:5]4[CH:4]=[CH:3][C:2]([F:1])=[CH:7][CH:6]=4)[C:15]4[CH:20]=[CH:19][C:18]([F:21])=[CH:17][CH:16]=4)[CH2:14][CH2:13]3)=[O:32])[CH2:29][O:30][C:25]=2[CH:24]=1. Reported procedure: That compound is obtained in a yield of 74% starting from 1-[bis(4-fluorophenyl) methyl]piperazine and 6-hydroxy-7-tert-butyl-2,3-dihydro-1,4-benzodioxin-2-carboxylic acid. Product: C(#N)C1=CC=C(C=C1)[C@@H]1C(=C(N(C=2N1N=C(N2)NCC)C2=CC(=CC=C2)C(F)(F)F)C)C#N ((7R)-7-(4-Cyanophenyl)-2-(ethylamino)-5-methyl-4-[3-(trifluoromethyl)phenyl]-4,7-dihydro-[1,2,4]triazolo[1,5-a]pyrimidine-6-carbonitrile). Reported procedure: Under an atmosphere of argon protective gas, benzyl{(7R)-6-cyano-7-(4-cyanophenyl)-5-methyl-4-[3-(trifluoromethyl)phenyl]-4,7-dihydro[1,2,4]triazolo[1,5-a]pyrimidin-2-yl}(ethyl)carbamate (17.0 mg, 29 μmol) was dissolved in degassed methanol (2 ml). After addition of palladium on activated carbon (10%; 2 mg), the mixture was hydrogenated under a hydrogen atmosphere (˜1 atm) at RT for 1 h. The reaction mixture was then filtered, the filtrate was concentrated under reduced pressure and the residue ... Solvent: CO (methanol). Reactants: C(C1=CC=CC=C1)OC(N(CC)C1=NN2C(N(C(=C([C@H]2C2=CC=C(C=C2)C#N)C#N)C)C2=CC(=CC=C2)C(F)(F)F)=N1)=O (benzyl{(7R)-6-cyano-7-(4-cyanophenyl)-5-methyl-4-[3-(trifluoromethyl)phenyl]-4,7-dihydro[1,2,4]triazolo[1,5-a]pyrimidin-2-yl}(ethyl)carbamate). The reagents and catalysts are [Pd] (palladium on activated carbon). RXN SMILES: C(OC(=O)[N:10]([C:13]1[N:42]=[C:16]2[N:17]([C:32]3[CH:37]=[CH:36][CH:35]=[C:34]([C:38]([F:41])([F:40])[F:39])[CH:33]=3)[C:18]([CH3:31])=[C:19]([C:29]#[N:30])[C@@H:20]([C:21]3[CH:26]=[CH:25][C:24]([C:27]#[N:28])=[CH:23][CH:22]=3)[N:15]2[N:14]=1)[CH2:11][CH3:12])C1C=CC=CC=1>CO.[Pd]>[C:27]([C:24]1[CH:23]=[CH:22][C:21]([C@H:20]2[N:15]3[N:14]=[C:13]([NH:10][CH2:11][CH3:12])[N:42]=[C:16]3[N:17]([C:32]3[CH:37]=[CH:36][CH:35]=[C:34]([C:38]([F:40])([F:41])[F:39])[CH:33]=3)[C:18]([CH3:31])=[C:19]2[C:29]#[N:30])=[CH:26][CH:25]=1)#[N:28]. The reactants are [H][H] (hydrogen), C(C)(C)OC(=O)C1=NC=CC=C1C(O[SiH2]C(C)(C)C)(C)C (3-(tert-Butyl-dimethyl-silanyloxymethyl)-pyridine-2-carboxylic acid isopropyl ester). The reagents and catalysts are [Rh] (Rh on alumina). Run in CO (methanol), O=[Pt]=O (PtO2). The product is desired compound, C(C)(C)OC(=O)[C@@H]1NCCC[C@@H]1C(O[SiH2]C(C)(C)C)(C)C (cis-3-(tert-butyl-dimethyl-silanyloxymethyl)-piperidine-2-carboxylic acid isopropyl ester). As a reaction SMILES: [CH:1]([O:4][C:5]([C:7]1[C:12]([C:13]([CH3:21])([CH3:20])[O:14][SiH2:15][C:16]([CH3:19])([CH3:18])[CH3:17])=[CH:11][CH:10]=[CH:9][N:8]=1)=[O:6])([CH3:3])[CH3:2].[H][H]>CO.O=[Pt]=O.[Rh]>[CH:1]([O:4][C:5]([C@H:7]1[C@@H:12]([C:13]([CH3:21])([CH3:20])[O:14][SiH2:15][C:16]([CH3:19])([CH3:18])[CH3:17])[CH2:11][CH2:10][CH2:9][NH:8]1)=[O:6])([CH3:3])[CH3:2]. Procedure: 3-(tert-Butyl-dimethyl-silanyloxymethyl)-pyridine-2-carboxylic acid isopropyl ester (800 mg, 2.6 mmol) was dissolved in 6 mL of methanol in a pressure hydrogenation vessel to which 100 Mg of PtO2 was added (Rh on alumina may also be used). The vessel was shaken under 50 psi of hydrogen for 5 hrs. The suspension was filtered through Celite and the solution was concentrated in vacuo to provide the desired compound, cis-3-(tert-butyl-dimethyl-silanyloxymethyl)-piperidine-2-carboxylic acid isopropyl... Reactants: C1(=CC=CC=C1)C(C#C)(O)C1=CC=CC=C1 (1,1-diphenyl-2-propyn-1-ol), OC1=CC=CC2=CC=CC=C12 (1-hydroxynaphthalene). Product: C1(=CC=CC=C1)C1(C=CC2=C(O1)C1=CC=CC=C1C=C2)C2=CC=CC=C2 (2,2-diphenyl-[2H]-naphtho[1,2-b]pyran). RXN SMILES: [C:1]1([C:7]([C:11]2[CH:16]=[CH:15][CH:14]=[CH:13][CH:12]=2)([OH:10])[C:8]#[CH:9])[CH:6]=[CH:5][CH:4]=[CH:3][CH:2]=1.O[C:18]1[C:27]2[C:22](=[CH:23][CH:24]=[CH:25][CH:26]=2)[CH:21]=[CH:20][CH:19]=1>>[C:11]1([C:7]2([C:1]3[CH:2]=[CH:3][CH:4]=[CH:5][CH:6]=3)[O:10][C:21]3[C:22]4[C:27]([CH:18]=[CH:19][C:20]=3[CH:9]=[CH:8]2)=[CH:26][CH:25]=[CH:24][CH:23]=4)[CH:12]=[CH:13][CH:14]=[CH:15][CH:16]=1. Reported procedure: The procedure of Step 2 of Example 1 was followed except that 1,1-diphenyl-2-propyn-1-ol was used in place of 1,1-bis(4-methoxyphenyl)-2-propyn-1-ol and 1-hydroxynaphthalene was used in place of methyl-4-dihydroxy-2-naphthoate to produce 2,2-diphenyl-[2H]-naphtho[1,2-b]pyran. The reactants are CCN(C(C)C)C(C)C, CC1CNC1, O=c1c(-n2ccnc2)c[nH]n1-c1cc(Cl)ncn1, Cl, Cl, C1CCOC1. The product is CC1CN(c2cc(-n3[nH]cc(-n4ccnc4)c3=O)ncn2)C1. Reaction SMILES: [CH2:26]([N:27]([CH:28]([CH3:29])[CH3:30])[CH:31]([CH3:32])[CH3:33])[CH3:34].[CH3:2][CH:3]1[CH2:4][NH:5][CH2:6]1.[Cl:8][c:9]1[cH:10][c:11](-[n:15]2[nH:16][cH:17][c:18](-[n:21]3[cH:22][n:23][cH:24][cH:25]3)[c:19]2=[O:20])[n:12][cH:13][n:14]1.[ClH:1].[ClH:7].[O:35]1[CH2:36][CH2:37][CH2:38][CH2:39]1>>[CH3:2][CH:3]1[CH2:4][N:5]([c:9]2[cH:10][c:11](-[n:15]3[nH:16][cH:17][c:18](-[n:21]4[cH:22][n:23][cH:24][cH:25]4)[c:19]3=[O:20])[n:12][cH:13][n:14]2)[CH2:6]1. The reactants are NC1=C(C#N)C=CC=C1 (2-aminobenzonitrile), C(C1=CC=CC=C1)N1CCC(CC1)=O (N-benzylpiperidine-4-one), C[Si](C)(C)OS(=O)(=O)C(F)(F)F (trimethylsilyltrifluoromethane sulfonate). Run in C(C)(=O)OCC (ethyl acetate). The product is NC1=C2C(=NC=3CCN(CC13)CC1=CC=CC=C1)C=CC=C2 (10-Amino-2-benzyl-1,2,3,4-tetrahydrobenzo[b][1.6]naphthyridine). Isolated yield 96.8%. As a reaction SMILES: [NH2:1][C:2]1[CH:9]=[CH:8][CH:7]=[CH:6][C:3]=1[C:4]#[N:5].[CH2:10]([N:17]1[CH2:22][CH2:21][C:20](=O)[CH2:19][CH2:18]1)[C:11]1[CH:16]=[CH:15][CH:14]=[CH:13][CH:12]=1.C[Si](OS(C(F)(F)F)(=O)=O)(C)C>C(OCC)(=O)C>[NH2:5][C:4]1[C:19]2[CH2:18][N:17]([CH2:10][C:11]3[CH:16]=[CH:15][CH:14]=[CH:13][CH:12]=3)[CH2:22][CH2:21][C:20]=2[N:1]=[C:2]2[CH:9]=[CH:8][CH:7]=[CH:6][C:3]=12. Procedure details: 11.55 g (97.80 mmol) of 2-aminobenzonitrile and 24.07 g (127.14 mmol) of N-benzylpiperidine-4-one were dissolved in 200 ml of ethyl acetate, to which 50.00 g (225.00 mmol) of trimethylsilyltrifluoromethane sulfonate was added dropwise at room temperature. After the end of the dropwise addition, the mixture was refluxed under heating for 6 hours. After air cooling, the produced crystals were filtered out and washed with 320 ml of ethyl acetate. The obtained crystals were dried, added to a mixed s... The reactants are C1(\C=C\CCCCCCCCCCCC1)=O ((E)-2-cyclopentadecenone), C1(=CC=CC=C1)C (toluene). Conditions: time 15 hour. The product is CC1CCCCCCCCCCCCC(=O)C1 (muscone). RXN SMILES: [C:1]1(=[O:16])[CH2:15][CH2:14][CH2:13][CH2:12][CH2:11][CH2:10][CH2:9][CH2:8][CH2:7][CH2:6][CH2:5][CH2:4][CH:3]=[CH:2]1.[C:17]1(C)C=CC=CC=1>>[CH3:17][CH:14]1[CH2:15][C:1](=[O:16])[CH2:2][CH2:3][CH2:4][CH2:5][CH2:6][CH2:7][CH2:8][CH2:9][CH2:10][CH2:11][CH2:12][CH2:13]1. Procedure: In 10 ml of dried toluene was dissolved 5 mmol of (E)-2-cyclopentadecenone, and the solution was added dropwise to the above solution, followed by allowing the reaction to proceed at a temperature from -78° C. to -60° C. for 15 hours. Thereafter, the same procedures as in Example 14 were followed to obtain muscone in a chemical yield of 89 mol %. The resulting muscone was R-form having an optical rotation of -12.0° (at 21° C., c 5.07, MeOH) and an optical purity of 100%ee.